This data is from the Open Reaction Database (ORD), a public repository of structured organic reaction records. The task is: describe an organic reaction: reactants, conditions, products, and yield Starting materials: COC1=CC=C(COC=2C=C(C=CC2Cl)C2=C(C=CC(=N2)C(=O)OC)C2=C(C=CC=C2)Cl)C=C1 (methyl 6-[3-[(4-methoxybenzyl)oxy]-4-chlorophenyl]-5-(2-chlorophenyl)pyridine-2-carboxylate), Cl.ClC1=C(C=C(C=C1)C1=C(C=CC(=N1)C(=O)O)C1=C(C=CC=C1)Cl)OCCCN(C)C (6-{4-chloro-3-[3-(dimethylamino)propoxy]phenyl}-5-(2-chlorophenyl)pyridine-2-carboxylic acid hydrochloride). Yields the product ClC1=C(C=C(C=C1)C1=C(C=CC(=N1)C(=O)OC)C1=C(C=CC=C1)Cl)OCCCN(C)C (Methyl 6-{4-chloro-3-[3-(dimethylamino)propoxy]phenyl}-5-(2-chlorophenyl)pyridine-2-carboxylate). Reaction SMILES: COC1C=C[C:6]([CH2:7][O:8][C:9]2[CH:10]=[C:11]([C:16]3[N:21]=[C:20]([C:22]([O:24][CH3:25])=[O:23])[CH:19]=[CH:18][C:17]=3[C:26]3[CH:31]=[CH:30][CH:29]=[CH:28][C:27]=3[Cl:32])[CH:12]=[CH:13][C:14]=2[Cl:15])=[CH:5]C=1.Cl.ClC1C=CC([C:43]2[N:48]=[C:47](C(O)=O)C=CC=2C2C=CC=CC=2Cl)=CC=1OCCCN(C)C>>[Cl:15][C:14]1[CH:13]=[CH:12][C:11]([C:16]2[N:21]=[C:20]([C:22]([O:24][CH3:25])=[O:23])[CH:19]=[CH:18][C:17]=2[C:26]2[CH:31]=[CH:30][CH:29]=[CH:28][C:27]=2[Cl:32])=[CH:10][C:9]=1[O:8][CH2:7][CH2:6][CH2:5][N:48]([CH3:43])[CH3:47] |f:1.2|. Procedure details: According to the debenzylation/O-alkylation/saponification sequence described in Examples 1.7, 1.8 and 1.9, respectively, starting with 665 mg (1.35 mmol) of methyl 6-[3-[(4-methoxybenzyl)oxy]-4-chlorophenyl]-5-(2-chlorophenyl)pyridine-2-carboxylate, 181 mg of 6-{4-chloro-3-[3-(dimethylamino)propoxy]phenyl}-5-(2-chlorophenyl)pyridine-2-carboxylic acid hydrochloride are obtained in the form of a gum. The reactants are C1(=CC=CC=C1)C(C(=O)N)(CCCNC)C1=CC=CC=C1 (2,2-diphenyl-5-methylaminopentanamide), CC1=CC=C(CCBr)C=C1 (4-methylphenethyl bromide), C([O-])([O-])=O.[K+].[K+] (potassium carbonate). Solvent: C(C)#N (acetonitrile). Product: C1(=CC=CC=C1)C(C(=O)N)(CCCN(CCC1=CC=C(C=C1)C)C)C1=CC=CC=C1 (2,2-diphenyl-5-[N-methyl-N-(4-methylphenethyl)amino]pentanamide). As a reaction SMILES: [C:1]1([C:7]([C:16]2[CH:21]=[CH:20][CH:19]=[CH:18][CH:17]=2)([CH2:11][CH2:12][CH2:13][NH:14][CH3:15])[C:8]([NH2:10])=[O:9])[CH:6]=[CH:5][CH:4]=[CH:3][CH:2]=1.[CH3:22][C:23]1[CH:31]=[CH:30][C:26]([CH2:27][CH2:28]Br)=[CH:25][CH:24]=1.C(=O)([O-])[O-].[K+].[K+]>C(#N)C>[C:1]1([C:7]([C:16]2[CH:21]=[CH:20][CH:19]=[CH:18][CH:17]=2)([CH2:11][CH2:12][CH2:13][N:14]([CH3:15])[CH2:28][CH2:27][C:26]2[CH:30]=[CH:31][C:23]([CH3:22])=[CH:24][CH:25]=2)[C:8]([NH2:10])=[O:9])[CH:2]=[CH:3][CH:4]=[CH:5][CH:6]=1 |f:2.3.4|. Reported procedure: A mixture containing 2,2-diphenyl-5-methylaminopentanamide (0.28 g--see Preparation 3), 4-methylphenethyl bromide (0.2 g), anhydrous potassium carbonate (0.28 g) and acetonitrile (10 ml) was heated under reflux for 16 hours. The mixture was partitioned between dichloromethane (30 ml) and 10% aqueous sodium carbonate (30 ml), the layers separated and the aqueous layer extracted with dichloromethane (3×20 ml). The combined dichloromethane extracts were dried (MgSO4) and concentrated in vacuo to gi... Reactants: O=[N+]([O-])c1c(NCc2ccccc2)cc(C(F)(F)F)nc1Cl, [K+], [K+], O=C([O-])[O-], O=S(=O)(O)O. Product: Nc1cc(C(F)(F)F)nc(Cl)c1[N+](=O)[O-]. As a reaction SMILES: [CH2:1]([c:2]1[cH:3][cH:4][cH:5][cH:6][cH:7]1)[NH:8][c:9]1[c:10]([N+:20](=[O:21])[O-:22])[c:11]([Cl:19])[n:12][c:13]([C:15]([F:16])([F:17])[F:18])[cH:14]1.[K+:23].[K+:24].[O-:25][C:26]([O-:27])=[O:28].[S:29](=[O:30])(=[O:31])([OH:32])[OH:33]>>[NH2:8][c:9]1[c:10]([N+:20](=[O:21])[O-:22])[c:11]([Cl:19])[n:12][c:13]([C:15]([F:16])([F:17])[F:18])[cH:14]1. Reaction conditions: time 1 hour. RXN SMILES: [F:1][C:2]1[CH:3]=[C:4]([C@H:9]2[N:14]([CH2:15][C:16]([O:18]C)=[O:17])[C:13](=[O:20])[C:12]([CH2:23][CH3:24])([CH2:21][CH3:22])[NH:11][CH2:10]2)[CH:5]=[C:6]([F:8])[CH:7]=1.[Li+].[OH-].[ClH:27]>C1COCC1.O>[ClH:27].[F:1][C:2]1[CH:3]=[C:4]([C@H:9]2[N:14]([CH2:15][C:16]([OH:18])=[O:17])[C:13](=[O:20])[C:12]([CH2:23][CH3:24])([CH2:21][CH3:22])[NH:11][CH2:10]2)[CH:5]=[C:6]([F:8])[CH:7]=1 |f:1.2,6.7|. Run in C1CCOC1 (THF), O (H2O). Yields the product Cl.FC=1C=C(C=C(C1)F)[C@@H]1CNC(C(N1CC(=O)O)=O)(CC)CC ([(6R)-6-(3,5-Difluorophenyl)-3,3-diethyl-2-oxopiperazin-1-yl]acetic acid hydrochloride). Procedure details: To a solution of methyl [(6R)-6-(3,5-difluorophenyl)-3,3-diethyl-2-oxopiperazin-1-yl]acetate from Step C (43 mg, 0.126 mmol) in THF (0.75 mL) and H2O (0.25 mL) was added 1 N aqueous LiOH (0.139 mL, 0.139 mmol) and the resulting mixture was stirred at ambient temperature for 1 h. The mixture was adjusted to pH 4 by addition of 1 N HCl and concentrated to dryness in vacuo to give the title compound. MS: m/z=327 (M+1). Starting materials: FC=1C=C(C=C(C1)F)[C@@H]1CNC(C(N1CC(=O)OC)=O)(CC)CC (Methyl [(6R)-6-(3,5-difluorophenyl)-3,3-diethyl-2-oxopiperazin-1-yl]acetate), [Li+].[OH-] (LiOH), Cl (HCl). Starting materials: CC(C)(C)COc1cc2c(cn1)Oc1ccc(Br)cc1C21COCC(NC=O)=N1, OB(O)c1cccnc1F, [K+], [K+], [K+], O=P([O-])([O-])[O-]. The product is CC(C)(C)COc1cc2c(cn1)Oc1ccc(-c3cccnc3F)cc1C21COCC(NC=O)=N1. As a reaction SMILES: [Br:1][c:2]1[cH:3][c:4]2[c:19]([cH:20][cH:21]1)[O:18][c:7]1[c:6]([cH:11][c:10]([O:12][CH2:13][C:14]([CH3:15])([CH3:16])[CH3:17])[n:9][cH:8]1)[C:5]21[CH2:22][O:23][CH2:24][C:25]([NH:27][CH:28]=[O:29])=[N:26]1.[F:30][c:31]1[n:32][cH:33][cH:34][cH:35][c:36]1[B:37]([OH:38])[OH:39].[K+:45].[K+:46].[K+:47].[P:40]([O-:41])([O-:42])([O-:43])=[O:44]>>[c:2]1(-[c:36]2[c:31]([F:30])[n:32][cH:33][cH:34][cH:35]2)[cH:3][c:4]2[c:19]([cH:20][cH:21]1)[O:18][c:7]1[c:6]([cH:11][c:10]([O:12][CH2:13][C:14]([CH3:15])([CH3:16])[CH3:17])[n:9][cH:8]1)[C:5]21[CH2:22][O:23][CH2:24][C:25]([NH:27][CH:28]=[O:29])=[N:26]1. The reactants are OC(=O)CCCCCCCCC (capric acid), aqueous solution, [N+](=O)([O-])[O-].[Ag+] (silver nitrate), OC(=O)CCCCCCCCC (capric acid), BrN1C(CCC1=O)=O (N-bromosuccinimide), silver ion, CC(=O)C (acetone), BrN1C(CCC1=O)=O (N-bromosuccinimide). Solvent: C(C)(=O)OCCCC (butyl acetate). Run at temperature 50 celsius. The product is [O-]C(=O)CCCCCCCCC.[Ag+] (silver caprate), [Ag]Br (silver bromide). RXN SMILES: [OH:1][C:2]([CH2:4][CH2:5][CH2:6][CH2:7][CH2:8][CH2:9][CH2:10][CH2:11][CH3:12])=[O:3].CC(C)=O.[Br:17]N1C(=O)CCC1=O.[N+]([O-])([O-])=O.[Ag+:29]>C(OCCCC)(=O)C>[O-:3][C:2]([CH2:4][CH2:5][CH2:6][CH2:7][CH2:8][CH2:9][CH2:10][CH2:11][CH3:12])=[O:1].[Ag+:29].[Ag:29][Br:17] |f:3.4,6.7|. Procedure: A solution prepared by dissolving 8.6 g of capric acid in 100 ml of butyl acetate was cooled to 50° C. and, while stirring, 20 ml of a 2.5% by weight acetone solution of N-bromosuccinimide was added thereto. To this mixture was added 50 ml of an aqueous solution (pH=9.5) of silver nitrate-ammonium complex salt containing 8.5 g of silver nitrate (cooled to 5° C.) to thereby react capric acid, N-bromosuccinimide and silver ion with each other to simultaneously form both silver caprate and silver b... Reactants: ClC(=C(C)C)N(C)C (1-chloro-N,N,2-trimethylpropenylamine), S1C2=C(C(=C1)CC(=O)N1C(CC1)(C(=O)O)C)C=CC=C2 (1-(2-benzo[b]thiophen-3-yl-acetyl)-2-methyl-azetidine-2-carboxylic acid), Intermediate 121, C(C)OC(CCCNCC1=CC2=C(C=CO2)C=C1)=O (4-[(Benzofuran-6-ylmethyl)-amino]-butyric acid ethyl ester), Intermediate 82, TEA. The solvent is C(Cl)Cl (DCM), C(Cl)Cl (DCM), C(Cl)Cl (DCM). Reaction conditions: temperature 20 celsius, time 1 hour. The product is C(C)OC(CCCN(CC1=CC2=C(C=CO2)C=C1)C(=O)C1(N(CC1)C(CC=1C2=C(SC1)C=CC=C2)=O)C)=O (4-{[1-(2-benzo[b]thiophen-3-yl-acetyl)-2-methyl-azetidine-2-carbonyl]-benzofuran-6-ylmethyl-amino}-butyric acid ethyl ester). As a reaction SMILES: ClC(N(C)C)=C(C)C.[S:9]1[CH:13]=[C:12]([CH2:14][C:15]([N:17]2[CH2:20][CH2:19][C:18]2([CH3:24])[C:21]([OH:23])=O)=[O:16])[C:11]2[CH:25]=[CH:26][CH:27]=[CH:28][C:10]1=2.[CH2:29]([O:31][C:32](=[O:47])[CH2:33][CH2:34][CH2:35][NH:36][CH2:37][C:38]1[CH:46]=[CH:45][C:41]2[CH:42]=[CH:43][O:44][C:40]=2[CH:39]=1)[CH3:30]>C(Cl)Cl>[CH2:29]([O:31][C:32](=[O:47])[CH2:33][CH2:34][CH2:35][N:36]([C:21]([C:18]1([CH3:24])[CH2:19][CH2:20][N:17]1[C:15](=[O:16])[CH2:14][C:12]1[C:11]2[CH:25]=[CH:26][CH:27]=[CH:28][C:10]=2[S:9][CH:13]=1)=[O:23])[CH2:37][C:38]1[CH:46]=[CH:45][C:41]2[CH:42]=[CH:43][O:44][C:40]=2[CH:39]=1)[CH3:30]. Procedure details: To a solution of 1-chloro-N,N,2-trimethylpropenylamine (2 eq.) in DCM under nitrogen was added 1-(2-benzo[b]thiophen-3-yl-acetyl)-2-methyl-azetidine-2-carboxylic acid, Intermediate 121 (1 eq.). The solution was stirred at 20° C. for 1 h, then added to a solution of 4-[(Benzofuran-6-ylmethyl)-amino]-butyric acid ethyl ester, Intermediate 82 (1.2 eq.) in DCM at 0° C. TEA (2 eq.) was then added and the mixture was stirred at 0° C. for 3 h. The crude was diluted with DCM, washed twice with a saturat...